Dataset: the Open Reaction Database (ORD), a public repository of structured organic reaction records. Task: describe an organic reaction: reactants, conditions, products, and yield Solvent: CN(C)C=O (DMF). Product: CC(CC)OC1=CC=C(OCCO)C=C1 (2-[4-(1-methylpropoxy)phenoxy]ethanol). Starting materials: CC(CC)OC1=CC=C(C=C1)O (4-(1-Methylpropoxy)phenol), C1(OCCO1)=O (ethylene carbonate), C([O-])([O-])=O.[K+].[K+] (Potassium carbonate), ice water, C([O-])([O-])=O.[K+].[K+] (potassium carbonate). Reported procedure: 4-(1-Methylpropoxy)phenol (6.92 g, 41.6 mmol), ethylene carbonate (7.34 g, 83.2 mmol) and DMF (45 ml) are mixed under N2. With stirring, the mixture is degassed (3×) by alternate application of vacuum and N2. Potassium carbonate (11.51 g, 83.2 mmol) is then added, under N2, and the mixture is heated at 90° for 27 hours. The reaction mixture is then poured into ice water and 10 ml of 40% potassium carbonate solution is added to increase the pH to 13. The aqueous phase is extracted with ether (3×)... RXN SMILES: [CH3:1][CH:2]([O:5][C:6]1[CH:11]=[CH:10][C:9]([OH:12])=[CH:8][CH:7]=1)[CH2:3][CH3:4].C1(=O)O[CH2:16][CH2:15][O:14]1.C(=O)([O-])[O-].[K+].[K+]>CN(C=O)C>[CH3:1][CH:2]([O:5][C:6]1[CH:7]=[CH:8][C:9]([O:12][CH2:16][CH2:15][OH:14])=[CH:10][CH:11]=1)[CH2:3][CH3:4] |f:2.3.4|. The reactants are CC1(C)OCC(COc2nc(Oc3ccc(F)cc3F)nc3[nH]nc(-c4ccccc4Cl)c23)O1, Cl, C1COCCO1. Yields the product OCC(O)COc1nc(Oc2ccc(F)cc2F)nc2[nH]nc(-c3ccccc3Cl)c12. As a reaction SMILES: [Cl:1][c:2]1[c:3](-[c:8]2[n:9][nH:10][c:11]3[n:12][c:13]([O:26][c:27]4[c:28]([F:34])[cH:29][c:30]([F:33])[cH:31][cH:32]4)[n:14][c:15]([O:17][CH2:18][CH:19]4[O:20][C:21]([CH3:24])([CH3:25])[O:22][CH2:23]4)[c:16]23)[cH:4][cH:5][cH:6][cH:7]1.[ClH:35].[O:36]1[CH2:37][CH2:38][O:39][CH2:40][CH2:41]1>>[Cl:1][c:2]1[c:3](-[c:8]2[n:9][nH:10][c:11]3[n:12][c:13]([O:26][c:27]4[c:28]([F:34])[cH:29][c:30]([F:33])[cH:31][cH:32]4)[n:14][c:15]([O:17][CH2:18][CH:19]([OH:20])[CH2:23][OH:22])[c:16]23)[cH:4][cH:5][cH:6][cH:7]1. The reactants are O=C(C(=O)OCC)CC (ethyl 2-oxobutyrate), ClC1=C(C(=CC(=C1)Cl)Cl)NN ((2,4,6-trichlorophenyl)hydrazine), C1=CC=CC=C1 (benzene). Solvent: O (water), O (water). Product: ClC1=C(C(=CC(=C1)Cl)Cl)NN=C(C(=O)OCC)CC (ethyl 2-oxobutyrate 2-(2,4,6-trichlorophenyl)hydrazone). Reaction SMILES: O=[C:2]([CH2:8][CH3:9])[C:3]([O:5][CH2:6][CH3:7])=[O:4].[Cl:10][C:11]1[CH:16]=[C:15]([Cl:17])[CH:14]=[C:13]([Cl:18])[C:12]=1[NH:19][NH2:20].C1C=CC=CC=1>O>[Cl:10][C:11]1[CH:16]=[C:15]([Cl:17])[CH:14]=[C:13]([Cl:18])[C:12]=1[NH:19][N:20]=[C:2]([CH2:8][CH3:9])[C:3]([O:5][CH2:6][CH3:7])=[O:4]. Procedure details: A reaction mixture consisting of 11 g. (0.085 mole) ethyl 2-oxobutyrate, 17 g. (0.077 mole) (2,4,6-trichlorophenyl)hydrazine, and 200 ml. benzene was heated at the reflux temperature with a Dean and Stark water trap attached to the reaction vessel. When all the water produced by the reaction had been removed, the benzene was removed by evaporation under reduced pressure. The oily residue that remained was dissolved in hot technical hexane, and this solution was allowed to cool. Crystals of the d...